describe an organic reaction: reactants, conditions, products, and yield From a dataset of the Open Reaction Database (ORD), a public repository of structured organic reaction records. Starting materials: C(C1=CC=CC=C1)OC=1C=C2C=CN(C2=CC1)CC(=O)O (2-(5-(benzyloxy)-1H-indol-1-yl)acetic acid), ClC=1C=[N+](C=C(C1C[C@H](O)C1=CC(=C(C=C1)OC(F)F)OCC1CC1)Cl)[O-] ((S)-3,5-dichloro-4-(2-(3-(cyclopropylmethoxy)-4-(difluoromethoxy)phenyl)-2-hydroxyethyl)pyridine 1-oxide), C(CCl)Cl (EDC). Reagents/catalysts: CN(C)C=1C=CN=CC1 (DMAP). Run in C(Cl)Cl (DCM). Conditions: time 5 hour. Yields the product C(C1=CC=CC=C1)OC=1C=C2C=CN(C2=CC1)CC(=O)O[C@@H](CC1=C(C=[N+](C=C1Cl)[O-])Cl)C1=CC(=C(C=C1)OC(F)F)OCC1CC1 ((S)-4-(2-(2-(5-(benzyloxy)-1H-indol-1-yl)acetoxy)-2-(3-(cyclopropylmethoxy)-4-(difluoromethoxy)phenyl)ethyl)-3,5-dichloropyridine 1-oxide). The yield is 80.1%. Reaction SMILES: [CH2:1]([O:8][C:9]1[CH:10]=[C:11]2[C:15](=[CH:16][CH:17]=1)[N:14]([CH2:18][C:19]([OH:21])=[O:20])[CH:13]=[CH:12]2)[C:2]1[CH:7]=[CH:6][CH:5]=[CH:4][CH:3]=1.[Cl:22][C:23]1[CH:24]=[N+:25]([O-:48])[CH:26]=[C:27]([Cl:47])[C:28]=1[CH2:29][C@@H:30]([C:32]1[CH:37]=[CH:36][C:35]([O:38][CH:39]([F:41])[F:40])=[C:34]([O:42][CH2:43][CH:44]2[CH2:46][CH2:45]2)[CH:33]=1)O.C(Cl)CCl>C(Cl)Cl.CN(C1C=CN=CC=1)C>[CH2:1]([O:8][C:9]1[CH:10]=[C:11]2[C:15](=[CH:16][CH:17]=1)[N:14]([CH2:18][C:19]([O:21][C@H:30]([C:32]1[CH:37]=[CH:36][C:35]([O:38][CH:39]([F:40])[F:41])=[C:34]([O:42][CH2:43][CH:44]3[CH2:45][CH2:46]3)[CH:33]=1)[CH2:29][C:28]1[C:27]([Cl:47])=[CH:26][N+:25]([O-:48])=[CH:24][C:23]=1[Cl:22])=[O:20])[CH:13]=[CH:12]2)[C:2]1[CH:7]=[CH:6][CH:5]=[CH:4][CH:3]=1. Reported procedure: To a mixture of 2-(5-(benzyloxy)-1H-indol-1-yl)acetic acid (164 mg, 0.583 mmol) in DCM (20 ml), (S)-3,5-dichloro-4-(2-(3-(cyclopropylmethoxy)-4-(difluoromethoxy)phenyl)-2-hydroxyethyl)pyridine 1-oxide (245 mg, 0.583 mmol), EDC (335 mg, 1.749 mmol) and DMAP (35.6 mg, 0.291 mmol) were added, and the reaction was stirred at room temperature for 5 hours. The organic solution was washed with NaHCO3 sat. sol. and 1N HCl, dried over Na2SO4, filtered and evaporated. The crude was purified by flash chrom... Starting materials: CS(C)=O, CCN(C(C)C)C(C)C, O=C(Cl)C(=O)Cl, ClCCl, CC1C(O)CCCN1C(=O)OC(C)(C)C. The product is CC1C(=O)CCCN1C(=O)OC(C)(C)C. RXN SMILES: [CH3:7][S:8](=[O:9])[CH3:10].[CH:26]([N:27]([CH2:28][CH3:29])[CH:30]([CH3:31])[CH3:32])([CH3:33])[CH3:34].[Cl:1][C:2]([C:3]([Cl:4])=[O:5])=[O:6].[Cl:35][CH2:36][Cl:37].[OH:11][CH:12]1[CH:13]([CH3:25])[N:14]([C:18](=[O:19])[O:20][C:21]([CH3:22])([CH3:23])[CH3:24])[CH2:15][CH2:16][CH2:17]1>>[O:11]=[C:12]1[CH:13]([CH3:25])[N:14]([C:18](=[O:19])[O:20][C:21]([CH3:22])([CH3:23])[CH3:24])[CH2:15][CH2:16][CH2:17]1. Starting materials: C(C)(=O)[O-].[NH4+] (ammonium acetate), C(=O)(C(F)(F)F)O (TFA), CN1CCOCC1 (4-methylmorpholine), N1(N=NC2=C1C=CC=C2)C(C(=O)O)NC(=O)OCC2=CC=CC=C2 (2-(1H-benzo[d][1,2,3]triazol-1-yl)-2-(benzyloxycarbonylamino)acetic acid), C(C(=O)Cl)(=O)Cl (oxalyl chloride), C(C)(=O)O (acetic acid). Run in O.CO (H2O MeOH), CN(C)C=O (DMF), C1CCOC1 (THF), C1CCOC1 (THF). Run at temperature 0 celsius, time 1.5 hour. Product: FC1=CC=CC2=C1NC(C(N=C2C2=CC=CC=C2)NC(OCC2=CC=CC=C2)=O)=O (Benzyl 9-fluoro-2-oxo-5-phenyl-2,3-dihydro-1H-benzo[e][1,4]diazepin-3-ylcarbamate). Reaction SMILES: [N:1]1([CH:10]([NH:14][C:15]([O:17][CH2:18][C:19]2[CH:24]=[CH:23][CH:22]=[CH:21][CH:20]=2)=[O:16])[C:11]([OH:13])=O)[C:5]2[CH:6]=[CH:7][CH:8]=[CH:9][C:4]=2N=N1.[C:25](Cl)(=O)[C:26](Cl)=O.CN1CCO[CH2:34][CH2:33]1.[C:38](O)(=O)C.C([O-])(=O)C.[NH4+:46].[C:47](O)([C:49]([F:52])(F)F)=O>C1COCC1.O.CO.CN(C=O)C>[F:52][C:49]1[C:47]2[NH:46][C:11](=[O:13])[CH:10]([NH:14][C:15](=[O:16])[O:17][CH2:18][C:19]3[CH:20]=[CH:21][CH:22]=[CH:23][CH:24]=3)[N:1]=[C:5]([C:6]3[CH:7]=[CH:8][CH:9]=[CH:4][CH:38]=3)[C:26]=2[CH:25]=[CH:34][CH:33]=1 |f:4.5,8.9|. Procedure details: To a solution of 2-(1H-benzo[d][1,2,3]triazol-1-yl)-2-(benzyloxycarbonylamino)acetic acid (6.06 g, 18.59 mmol) in THF (40 mL) cooled at 0° C. was added oxalyl chloride (1.627 mL, 18.59 mmol), followed by DMF (0.05 mL). The mixture was stirred at 0° C. for 1.5 h. A solution of Intermediate A11 (2 g, 9.29 mmol) and 4-methylmorpholine (3.06 mL, 27.9 mmol) in THF (15 mL) was added slowly. After the addition, the reaction mixture was warmed to room temperature and stirred overnight. The reaction mixt...